This data is from the Open Reaction Database (ORD), a public repository of structured organic reaction records. The task is: describe an organic reaction: reactants, conditions, products, and yield The reactants are Cl, CN(C(=O)N(C)C1CNCC1c1ccc(F)cc1)c1cc(C(F)(F)F)cc(C(F)(F)F)c1, O=C(O)C1CC(F)(F)C1. Yields the product CN(C(=O)N(C)C1CN(C(=O)C2CC(F)(F)C2)CC1c1ccc(F)cc1)c1cc(C(F)(F)F)cc(C(F)(F)F)c1. As a reaction SMILES: [ClH:1].[F:2][C:3]([c:4]1[cH:5][c:6]([N:14]([C:15](=[O:16])[N:17]([CH3:18])[CH:19]2[CH2:20][NH:21][CH2:22][CH:23]2[c:24]2[cH:25][cH:26][c:27]([F:30])[cH:28][cH:29]2)[CH3:31])[cH:7][c:8]([C:10]([F:11])([F:12])[F:13])[cH:9]1)([F:32])[F:33].[F:34][C:35]1([F:42])[CH2:36][CH:37]([C:39](=[O:40])[OH:41])[CH2:38]1>>[F:2][C:3]([c:4]1[cH:5][c:6]([N:14]([C:15](=[O:16])[N:17]([CH3:18])[CH:19]2[CH2:20][N:21]([C:39]([CH:37]3[CH2:36][C:35]([F:34])([F:42])[CH2:38]3)=[O:40])[CH2:22][CH:23]2[c:24]2[cH:25][cH:26][c:27]([F:30])[cH:28][cH:29]2)[CH3:31])[cH:7][c:8]([C:10]([F:11])([F:12])[F:13])[cH:9]1)([F:32])[F:33]. The reactants are BrB(Br)Br, ClCCl, CC1NC(=O)NN=C1c1ccc2c(c1)CCC(=O)N2CCOCc1ccccc1, CO. Yields the product CC1NC(=O)NN=C1c1ccc2c(c1)CCC(=O)N2CCO. Reaction SMILES: [B:1]([Br:2])([Br:3])[Br:4].[CH2:36]([Cl:37])[Cl:38].[CH2:5]([c:6]1[cH:7][cH:8][cH:9][cH:10][cH:11]1)[O:12][CH2:13][CH2:14][N:15]1[C:16](=[O:33])[CH2:17][CH2:18][c:19]2[cH:20][c:21]([C:25]3=[N:30][NH:29][C:28](=[O:31])[NH:27][CH:26]3[CH3:32])[cH:22][cH:23][c:24]21.[CH3:34][OH:35]>>[OH:12][CH2:13][CH2:14][N:15]1[C:16](=[O:33])[CH2:17][CH2:18][c:19]2[cH:20][c:21]([C:25]3=[N:30][NH:29][C:28](=[O:31])[NH:27][CH:26]3[CH3:32])[cH:22][cH:23][c:24]21. The reactants are BrC=1C=C(C=NC1)CC(=O)O (5-Bromo-3-pyridylacetic acid), S(O)(O)(=O)=O (sulfuric acid), CCO (EtOH). Product: C(C)OC(CC=1C=NC=C(C1)Br)=O ((5-bromo-pyridin-3-yl)-acetic acid ethyl ester). RXN SMILES: [Br:1][C:2]1[CH:3]=[C:4]([CH2:8][C:9]([OH:11])=[O:10])[CH:5]=[N:6][CH:7]=1.S(=O)(=O)(O)O.[CH3:17][CH2:18]O>>[CH2:17]([O:10][C:9](=[O:11])[CH2:8][C:4]1[CH:5]=[N:6][CH:7]=[C:2]([Br:1])[CH:3]=1)[CH3:18]. Reported procedure: 5-Bromo-3-pyridylacetic acid was treated with 5% concentrated sulfuric acid in EtOH at reflux overnight to give (5-bromo-pyridin-3-yl)-acetic acid ethyl ester. Reactants: COc1ccc(-c2ccc(Cl)cc2)c(CBr)c1, CCOC(=O)C(C)=Cc1cn(C2CCCCC2)c(-c2ccc(O)cc2)n1. The product is CCOC(=O)C(C)=Cc1cn(C2CCCCC2)c(-c2ccc(OCc3cc(OC)ccc3-c3ccc(Cl)cc3)cc2)n1. Reaction SMILES: [Cl:27][c:28]1[cH:29][cH:30][c:31](-[c:34]2[c:35]([CH2:42][Br:43])[cH:36][c:37]([O:40][CH3:41])[cH:38][cH:39]2)[cH:32][cH:33]1.[OH:1][c:2]1[cH:3][cH:4][c:5](-[c:8]2[n:9]([CH:21]3[CH2:22][CH2:23][CH2:24][CH2:25][CH2:26]3)[cH:10][c:11]([CH:13]=[C:14]([C:15](=[O:16])[O:17][CH2:18][CH3:19])[CH3:20])[n:12]2)[cH:6][cH:7]1>>[O:1]([c:2]1[cH:3][cH:4][c:5](-[c:8]2[n:9]([CH:21]3[CH2:22][CH2:23][CH2:24][CH2:25][CH2:26]3)[cH:10][c:11]([CH:13]=[C:14]([C:15](=[O:16])[O:17][CH2:18][CH3:19])[CH3:20])[n:12]2)[cH:6][cH:7]1)[CH2:42][c:35]1[c:34](-[c:31]2[cH:30][cH:29][c:28]([Cl:27])[cH:33][cH:32]2)[cH:39][cH:38][c:37]([O:40][CH3:41])[cH:36]1. Starting materials: COc1ccccc1CO, O=C(OC(Cl)(Cl)Cl)OC(Cl)(Cl)Cl, C1CCOC1, c1ccncc1. Product: COc1ccccc1CCl. Reaction SMILES: [CH3:1][O:2][c:3]1[c:4]([CH2:5][OH:6])[cH:7][cH:8][cH:9][cH:10]1.[Cl:11][C:12]([Cl:13])([O:14][C:15](=[O:16])[O:17][C:18]([Cl:19])([Cl:20])[Cl:21])[Cl:22].[O:29]1[CH2:30][CH2:31][CH2:32][CH2:33]1.[cH:23]1[cH:24][cH:25][n:26][cH:27][cH:28]1>>[CH3:1][O:2][c:3]1[c:4]([CH2:5][Cl:11])[cH:7][cH:8][cH:9][cH:10]1. Reactants: C(C)(C)(C)C1=C(C(=C(CC(C(=O)OCC)C(=O)OCC)C(=C1)C)C)O (Diethyl 4-tert.-butyl-2,6-dimethyl-3-hydroxybenzylmalonate), [OH-].[Na+] (sodium hydroxide). Run in O (water), CO (methanol). Yields the product C(C)(C)(C)C1=C(C(=C(CC(C(=O)O)C(=O)O)C(=C1)C)C)O (4-tert.-Butyl-2,6-dimethyl-3-hydroxybenzylmalonic acid). RXN SMILES: [C:1]([C:5]1[CH:22]=[C:21]([CH3:23])[C:8]([CH2:9][CH:10]([C:16]([O:18]CC)=[O:17])[C:11]([O:13]CC)=[O:12])=[C:7]([CH3:24])[C:6]=1[OH:25])([CH3:4])([CH3:3])[CH3:2].[OH-].[Na+]>CO.O>[C:1]([C:5]1[CH:22]=[C:21]([CH3:23])[C:8]([CH2:9][CH:10]([C:11]([OH:13])=[O:12])[C:16]([OH:18])=[O:17])=[C:7]([CH3:24])[C:6]=1[OH:25])([CH3:4])([CH3:3])[CH3:2] |f:1.2|. Procedure: 35 grams of the compound of Example 14 was dissolved in 125 ml of methanol together with 12.3 grams of sodium hydroxide dissolved in 50 ml of water and heated at reflux for 6 hours. After removal of most of the methanol by distillation at reduced pressure, 300 ml of water was added and stirred to yield a turbid solution which was clarified by filtration. The clear filtrate was extracted with ether, and the ether extract washed with water and dried over anhydrous sodium sulfate. After removal of ... The reactants are CCOC(=O)CC1CCC(NC(=O)OC(C)(C)C)CC1, CC(C)C[AlH]CC(C)C, Cc1ccccc1, O. Product: CC(C)(C)OC(=O)NC1CCC(CC=O)CC1. Reaction SMILES: [CH2:1]([O:3][C:4](=[O:2])[CH2:5][CH:6]1[CH2:7][CH2:8][CH:9]([NH:12][C:13](=[O:14])[O:15][C:16]([CH3:17])([CH3:18])[CH3:19])[CH2:10][CH2:11]1)[CH3:20].[CH3:21][CH:22]([CH2:23][AlH:24][CH2:25][CH:26]([CH3:27])[CH3:28])[CH3:29].[CH3:31][c:32]1[cH:33][cH:34][cH:35][cH:36][cH:37]1.[OH2:30]>>[O:3]=[CH:4][CH2:5][CH:6]1[CH2:7][CH2:8][CH:9]([NH:12][C:13](=[O:14])[O:15][C:16]([CH3:17])([CH3:18])[CH3:19])[CH2:10][CH2:11]1. Starting materials: [Br-], [Mg+]Cc1ccccc1, C1CCOC1, COc1ccc2c(C(=O)c3ccc(OCCN4CCCCC4)cc3)c(N(C)C)sc2c1. Yields the product COc1ccc2c(C(=O)c3ccc(OCCN4CCCCC4)cc3)c(Cc3ccccc3)sc2c1. Reaction SMILES: [Br-:1].[CH2:2]([c:3]1[cH:4][cH:5][cH:6][cH:7][cH:8]1)[Mg+:9].[CH2:41]1[O:42][CH2:43][CH2:44][CH2:45]1.[CH3:10][N:11]([c:12]1[c:13]([C:23](=[O:24])[c:25]2[cH:26][cH:27][c:28]([O:31][CH2:32][CH2:33][N:34]3[CH2:35][CH2:36][CH2:37][CH2:38][CH2:39]3)[cH:29][cH:30]2)[c:14]2[c:15]([s:16]1)[cH:17][c:18]([O:21][CH3:22])[cH:19][cH:20]2)[CH3:40]>>[CH2:2]([c:3]1[cH:4][cH:5][cH:6][cH:7][cH:8]1)[c:12]1[c:13]([C:23](=[O:24])[c:25]2[cH:26][cH:27][c:28]([O:31][CH2:32][CH2:33][N:34]3[CH2:35][CH2:36][CH2:37][CH2:38][CH2:39]3)[cH:29][cH:30]2)[c:14]2[c:15]([s:16]1)[cH:17][c:18]([O:21][CH3:22])[cH:19][cH:20]2. Starting materials: C(C)(C)(C)OC(=O)N1CCC(CC1)N1N=CC(=C1)C=1C=NC(=C(C1)C=1N=CC2=C(C=CC(=C2C1)C)F)N (4-{4-[6-amino-5-(8-fluoro-5-methylisoquinolin-3-yl)-pyridin-3-yl]-pyrazol-1-yl}-piperidine-1-carboxylic acid tert-butyl ester), C(Cl)Cl (DCM), Cl (HCl), CCOCC (Et2O). Run at time 2 hour. Yields the product Cl.Cl.Cl.FC=1C=CC(=C2C=C(N=CC12)C=1C(=NC=C(C1)C=1C=NN(C1)C1CCNCC1)N)C (3-(8-Fluoro-5-methylisoquinolin-3-yl)-5-(1-piperidin-4-yl-1H-pyrazol-4-yl)-pyridin-2-ylamine trihydrochloride). RXN SMILES: C(OC([N:8]1[CH2:13][CH2:12][CH:11]([N:14]2[CH:18]=[C:17]([C:19]3[CH:20]=[N:21][C:22]([NH2:37])=[C:23]([C:25]4[N:26]=[CH:27][C:28]5[C:33]([CH:34]=4)=[C:32]([CH3:35])[CH:31]=[CH:30][C:29]=5[F:36])[CH:24]=3)[CH:16]=[N:15]2)[CH2:10][CH2:9]1)=O)(C)(C)C.C(Cl)[Cl:39].[ClH:41].CCOCC>>[ClH:39].[ClH:41].[ClH:39].[F:36][C:29]1[CH:30]=[CH:31][C:32]([CH3:35])=[C:33]2[C:28]=1[CH:27]=[N:26][C:25]([C:23]1[C:22]([NH2:37])=[N:21][CH:20]=[C:19]([C:17]3[CH:16]=[N:15][N:14]([CH:11]4[CH2:10][CH2:9][NH:8][CH2:13][CH2:12]4)[CH:18]=3)[CH:24]=1)=[CH:34]2 |f:4.5.6.7|. Procedure: To a solution of 4-{4-[6-amino-5-(8-fluoro-5-methylisoquinolin-3-yl)-pyridin-3-yl]-pyrazol-1-yl}-piperidine-1-carboxylic acid tert-butyl ester (11.5 mg, 0.0229 mmol) in DCM (0.60 mL, 9.4 mmol) was added 1.0 M of HCl in Et2O (0.80 mL, 0.80 mmol), and the mixture was stirred at ambient temperature for 2 h. Almost immediately a pale yellow solid precipitated. The solvents were evaporated, and the residue was transferred into a vial and dried in vacuo overnight, yielding the title compound as yellow... Reactants: C(C)O (Ethanol), [OH-].[K+] (potassium hydroxide), BrC=1N(N=C2C=CC(=CC12)CN1C(=NC(=C1CO)Cl)CCCC)C1=C(C=CC=C1)C(=O)OCC (1-[3-bromo-2-(2-ethoxycarbonylphenyl)-2H-indazol-5-yl]methyl-2-butyl-4-chloro-5-(hydroxymethyl)-1H-imidazole). The solvent is O (water). Reaction conditions: time 1 day. Yields the product BrC=1N(N=C2C=CC(=CC12)CN1C(=NC(=C1CO)Cl)CCCC)C1=C(C=CC=C1)C(=O)O (1-[3-bromo-2-(2-carboxyphenyl)-2H-indazol-5-yl]methyl-2-butyl-4-chloro-5 -(hydroxymethyl)-1-H-imidazole). Yield: 52.8%. Reaction SMILES: C(O)C.[OH-].[K+].[Br:6][C:7]1[N:8]([C:29]2[CH:34]=[CH:33][CH:32]=[CH:31][C:30]=2[C:35]([O:37]CC)=[O:36])[N:9]=[C:10]2[C:15]=1[CH:14]=[C:13]([CH2:16][N:17]1[C:21]([CH2:22][OH:23])=[C:20]([Cl:24])[N:19]=[C:18]1[CH2:25][CH2:26][CH2:27][CH3:28])[CH:12]=[CH:11]2>O>[Br:6][C:7]1[N:8]([C:29]2[CH:34]=[CH:33][CH:32]=[CH:31][C:30]=2[C:35]([OH:37])=[O:36])[N:9]=[C:10]2[C:15]=1[CH:14]=[C:13]([CH2:16][N:17]1[C:21]([CH2:22][OH:23])=[C:20]([Cl:24])[N:19]=[C:18]1[CH2:25][CH2:26][CH2:27][CH3:28])[CH:12]=[CH:11]2 |f:1.2|. Procedure details: Ethanol (1.2 ml), ion-exchanged water (0.3 ml), and potassium hydroxide (45 mg) were added to 1-[3-bromo-2-(2-ethoxycarbonylphenyl)-2H-indazol-5-yl]methyl-2-butyl-4-chloro-5-(hydroxymethyl)-1H-imidazole (106 mg, 0.205 mmol) as obtained in Example 2, and the mixture was stirred at room temperature for one day. The mixture was concentrated in an evaporator, and partitioned by ion-exchanged water (2.5 ml) and diethyl ether (5 ml). The water layer was separated and conc. hydrochloric acid was dropwi...